From a dataset of the Open Reaction Database (ORD), a public repository of structured organic reaction records. describe an organic reaction: reactants, conditions, products, and yield The reactants are COc1cc(NC(=O)OC(C)(C)C)c(NC(=O)CC(=O)c2cccc(-n3ccnn3)c2)cc1C(F)(F)F, ClCCl, O=C(O)C(F)(F)F. The product is COc1cc2c(cc1C(F)(F)F)NC(=O)CC(c1cccc(-n3ccnn3)c1)=N2. Reaction SMILES: [C:1]([O:2][C:3](=[O:4])[NH:7][c:8]1[c:9]([NH:20][C:21]([CH2:22][C:23](=[O:5])[c:24]2[cH:25][c:26](-[n:30]3[n:31][n:32][cH:33][cH:34]3)[cH:27][cH:28][cH:29]2)=[O:36])[cH:10][c:11]([C:16]([F:17])([F:18])[F:19])[c:12]([O:14][CH3:15])[cH:13]1)([CH3:6])([CH3:35])[CH3:37].[Cl:45][CH2:46][Cl:47].[F:38][C:39]([F:40])([F:41])[C:42]([OH:43])=[O:44]>>[N:7]1=[C:23]([c:24]2[cH:25][c:26](-[n:30]3[n:31][n:32][cH:33][cH:34]3)[cH:27][cH:28][cH:29]2)[CH2:22][C:21](=[O:36])[NH:20][c:9]2[c:8]1[cH:13][c:12]([O:14][CH3:15])[c:11]([C:16]([F:17])([F:18])[F:19])[cH:10]2.